This data is from the Open Reaction Database (ORD), a public repository of structured organic reaction records. The task is: describe an organic reaction: reactants, conditions, products, and yield The reactants are C=O (formaldehyde), C(#N)[BH3-].[Na+] (sodium cyanoborohydride), C1(=CC=CC=C1)C1(CCN(CC1)C(=O)OC(C)(C)C)COCC1=CC(=CC=2N(C=NC21)COCC[Si](C)(C)C)C(F)(F)F (tert-Butyl 4-phenyl-4-(((6-(trifluoromethyl)-1-((2-(trimethylsilyl)ethoxy)methyl)-1H-benzo[d]imidazol-4-yl)methoxy)methyl)piperidine-1-carboxylate), FC(C(=O)O)(F)F.O (trifluoroacetic acid water). Solvent: C(C)(=O)O (acetic acid). Yields the product CN1CCC(CC1)(C1=CC=CC=C1)COCC1=CC(=CC=2NC=NC21)C(F)(F)F (4-(((1-Methyl-4-phenylpiperidin-4-yl)methoxy)methyl)-6-(trifluoromethyl)-1H-benzo[d]imidazole), C(=O)(C(F)(F)F)O (TFA). Reaction SMILES: [C:1]1([C:7]2([CH2:20][O:21][CH2:22][C:23]3[C:31]4[N:30]=[CH:29][N:28](COCC[Si](C)(C)C)[C:27]=4[CH:26]=[C:25]([C:40]([F:43])([F:42])[F:41])[CH:24]=3)[CH2:12][CH2:11][N:10]([C:13](OC(C)(C)C)=O)[CH2:9][CH2:8]2)[CH:6]=[CH:5][CH:4]=[CH:3][CH:2]=1.[F:44][C:45]([F:50])([F:49])[C:46]([OH:48])=[O:47].O.C=O.C([BH3-])#N.[Na+]>C(O)(=O)C>[CH3:13][N:10]1[CH2:11][CH2:12][C:7]([CH2:20][O:21][CH2:22][C:23]2[C:31]3[N:30]=[CH:29][NH:28][C:27]=3[CH:26]=[C:25]([C:40]([F:42])([F:41])[F:43])[CH:24]=2)([C:1]2[CH:2]=[CH:3][CH:4]=[CH:5][CH:6]=2)[CH2:8][CH2:9]1.[C:46]([OH:48])([C:45]([F:50])([F:49])[F:44])=[O:47] |f:1.2,4.5|. Procedure: tert-Butyl 4-phenyl-4-(((6-(trifluoromethyl)-1-((2-(trimethylsilyl)ethoxy)methyl)-1H-benzo[d]imidazol-4-yl)methoxy)methyl)piperidine-1-carboxylate was treated with trifluoroacetic acid: water (9:1, 3 ml) at ambient temperature for 15 min at which time LC-MS analysis revealed completion of the reaction (HPLC method 10: tR=2.5 min, 520(MH)+). The volatiles were evaporated and dried under vacuo. The residue was treated with formaldehyde (0.1 mL, 3.6 mmol), acetic acid (cat.) and sodium cyanoborohyd... Starting materials: COc1cc(CCO)ccc1OC(C)=O, O, Cc1ccc(S(=O)(=O)Cl)cc1, c1ccncc1. Yields the product COc1cc(CCOS(=O)(=O)c2ccc(C)cc2)ccc1OC(C)=O. As a reaction SMILES: [C:12]([CH3:13])(=[O:14])[O:15][c:16]1[c:17]([O:25][CH3:26])[cH:18][c:19]([CH2:22][CH2:23][OH:24])[cH:20][cH:21]1.[OH2:33].[c:1]1([CH3:11])[cH:2][cH:3][c:4]([S:7](=[O:8])(=[O:9])[Cl:10])[cH:5][cH:6]1.[cH:27]1[cH:28][cH:29][n:30][cH:31][cH:32]1>>[c:1]1([CH3:11])[cH:2][cH:3][c:4]([S:7](=[O:8])(=[O:9])[O:24][CH2:23][CH2:22][c:19]2[cH:18][c:17]([O:25][CH3:26])[c:16]([O:15][C:12]([CH3:13])=[O:14])[cH:21][cH:20]2)[cH:5][cH:6]1. The reactants are CC(C)(C)[Si](OCCC1OCCc2cc(CN3CCOC3=O)ccc21)(c1ccccc1)c1ccccc1, C1CCOC1, CCCC[N+](CCCC)(CCCC)CCCC, [F-]. Product: O=C1OCCN1Cc1ccc2c(c1)CCOC2CCO. As a reaction SMILES: [C:1]([Si:2]([c:3]1[cH:4][cH:5][cH:26][cH:27][cH:28]1)([O:6][CH2:7][CH2:8][CH:9]1[O:10][CH2:11][CH2:12][c:13]2[c:14]1[cH:15][cH:16][c:17]([CH2:19][N:20]1[C:21](=[O:25])[O:22][CH2:23][CH2:24]1)[cH:18]2)[c:29]1[cH:30][cH:31][cH:32][cH:33][cH:34]1)([CH3:35])([CH3:36])[CH3:37].[CH2:56]1[O:57][CH2:58][CH2:59][CH2:60]1.[CH3:39][CH2:40][CH2:41][CH2:42][N+:43]([CH2:44][CH2:45][CH2:46][CH3:47])([CH2:48][CH2:49][CH2:50][CH3:51])[CH2:52][CH2:53][CH2:54][CH3:55].[F-:38]>>[OH:6][CH2:7][CH2:8][CH:9]1[O:10][CH2:11][CH2:12][c:13]2[c:14]1[cH:15][cH:16][c:17]([CH2:19][N:20]1[C:21](=[O:25])[O:22][CH2:23][CH2:24]1)[cH:18]2.